This data is from the Open Reaction Database (ORD), a public repository of structured organic reaction records. The task is: describe an organic reaction: reactants, conditions, products, and yield The reactants are CCCCCCCCCCN, CO, OCC1CO1. Product: CCCCCCCCCCNCC(O)CO. As a reaction SMILES: [CH2:1]([CH2:2][CH2:3][CH2:4][CH2:5][CH2:6][CH2:7][CH2:8][CH2:9][CH3:10])[NH2:11].[CH3:17][OH:18].[CH:12]1([CH2:13][OH:14])[CH2:15][O:16]1>>[CH2:1]([CH2:2][CH2:3][CH2:4][CH2:5][CH2:6][CH2:7][CH2:8][CH2:9][CH3:10])[NH:11][CH2:15][CH:12]([CH2:13][OH:14])[OH:16]. The reactants are C([O-])(O)=O.[Na+] (sodium bicarbonate), Br (hydrobromic acid), C(C1=CC=CC=C1)(=O)OC(CC1COC(OC1)C1=CC=CC=C1)C (5-(2-benzoyloxypropan-1-yl)-2-phenyl-1,3-dioxane), BrN1C(CCC1=O)=O (N-bromosuccinimide). Run in O (water), C(C)(=O)OCC (ethyl acetate). Run at time 1 hour. Product: C(C1=CC=CC=C1)(=O)OCC(CO)CC(C)OC(C1=CC=CC=C1)=O (2-(2-benzoyloxypropan-1-yl)-3-hydroxypropyl benzoate). Isolated yield 29.7%. Reaction SMILES: BrN1C(=[O:7])CCC1=O.Br.[C:10]([O:18][CH:19]([CH3:33])[CH2:20][CH:21]1[CH2:26][O:25][CH:24]([C:27]2[CH:32]=[CH:31][CH:30]=[CH:29][CH:28]=2)[O:23][CH2:22]1)(=[O:17])[C:11]1[CH:16]=[CH:15][CH:14]=[CH:13][CH:12]=1.C(=O)(O)[O-].[Na+]>O.C(OCC)(=O)C>[C:24]([O:25][CH2:26][CH:21]([CH2:20][CH:19]([O:18][C:10](=[O:17])[C:11]1[CH:12]=[CH:13][CH:14]=[CH:15][CH:16]=1)[CH3:33])[CH2:22][OH:7])(=[O:23])[C:27]1[CH:32]=[CH:31][CH:30]=[CH:29][CH:28]=1 |f:3.4|. Reported procedure: To a stirred and ice cooled suspension of 9.344 g (52.5 mM) of N-bromosuccinimide in 250 ml of water are added a drop of conc. hydrobromic acid and 17.125 g of the crude 5-(2-benzoyloxypropan-1-yl)-2-phenyl-1,3-dioxane m4 obtained in the previous reaction dropwise. After standing at 0° C. for another 1 hour, 22 g (260 mM) of sodium bicarbonate is added to the reaction mixture and the product is isolated by ethyl acetate extraction. The ethyl acetate layer is washed with saturated aqueous sodium ... Reactants: C(CCC)C1=NC2=CC=C(C=C2C(N1CC1=CC=C(C=C1)C1=C(C=CC=C1)C1=NN=NN1C(C1=CC=CC=C1)(C1=CC=CC=C1)C1=CC=CC=C1)=O)C(C=C)=O (2-Butyl-6-(1-oxo- 2-propenyl)-3-[[2'-[1-(triphenylmethyl) -1H-tetrazol-5-yl][1,1'-biphenyl]-4-yl]methyl]-4(3H)-quinazolinone), C[Si](OC1=CCCC1)(C)C (1-(trimethylsilyloxy)-cyclopentene). Reagents/catalysts: Cl[Ti](Cl)(Cl)Cl (TiCl4). Solvent: C(Cl)Cl (methylene chloride), C(Cl)Cl (methylene chloride). Run at temperature -78 celsius, time 30 minute. Yields the product C(CCC)C1=NC2=CC=C(C=C2C(N1CC1=CC=C(C=C1)C1=C(C=CC=C1)C1=NN=NN1C(C1=CC=CC=C1)(C1=CC=CC=C1)C1=CC=CC=C1)=O)C(CCC1C(CCC1)=O)=O (2-Butyl-6-[1-oxo-3-(2-oxocyclopentyl)propyl]-3-[[2'-[1-(triphenylmethyl) -1H-tetrazol-5-yl][1,1'-biphenyl]-4-yl]methyl]-4(3H)-quinazolinone). As a reaction SMILES: [CH2:1]([C:5]1[N:14]([CH2:15][C:16]2[CH:21]=[CH:20][C:19]([C:22]3[CH:27]=[CH:26][CH:25]=[CH:24][C:23]=3[C:28]3[N:32]([C:33]([C:46]4[CH:51]=[CH:50][CH:49]=[CH:48][CH:47]=4)([C:40]4[CH:45]=[CH:44][CH:43]=[CH:42][CH:41]=4)[C:34]4[CH:39]=[CH:38][CH:37]=[CH:36][CH:35]=4)[N:31]=[N:30][N:29]=3)=[CH:18][CH:17]=2)[C:13](=[O:52])[C:12]2[C:7](=[CH:8][CH:9]=[C:10]([C:53](=[O:56])[CH:54]=[CH2:55])[CH:11]=2)[N:6]=1)[CH2:2][CH2:3][CH3:4].C[Si](C)(C)[O:59][C:60]1[CH2:64][CH2:63][CH2:62][CH:61]=1>C(Cl)Cl.Cl[Ti](Cl)(Cl)Cl>[CH2:1]([C:5]1[N:14]([CH2:15][C:16]2[CH:17]=[CH:18][C:19]([C:22]3[CH:27]=[CH:26][CH:25]=[CH:24][C:23]=3[C:28]3[N:32]([C:33]([C:40]4[CH:41]=[CH:42][CH:43]=[CH:44][CH:45]=4)([C:46]4[CH:47]=[CH:48][CH:49]=[CH:50][CH:51]=4)[C:34]4[CH:39]=[CH:38][CH:37]=[CH:36][CH:35]=4)[N:31]=[N:30][N:29]=3)=[CH:20][CH:21]=2)[C:13](=[O:52])[C:12]2[C:7](=[CH:8][CH:9]=[C:10]([C:53](=[O:56])[CH2:54][CH2:55][CH:61]3[CH2:62][CH2:63][CH2:64][C:60]3=[O:59])[CH:11]=2)[N:6]=1)[CH2:2][CH2:3][CH3:4]. Procedure details: To a solution of 0.201 g of the product of Example 3 in 4.5 ml of methylene chloride, cooled to -78° C., is added dropwise 0.549 ml of 1.0M TiCl4 in methylene chloride. The reaction mixture is stirred at -78° C. for 30 minutes and 0.098 ml of 1-(trimethylsilyloxy)-cyclopentene added dropwise. The reaction mixture is stirred at -78° C., for 0.5 hours and quenched with saturated potassium carbonate, diluted with chloroform, filtered through magnesium sulfate and concentrated in vacuo to give a res... Starting materials: CS(=O)(=O)OCCCC1=CC(=CC=C1)OCC1=CC=CC=C1 (3-(3-benzyloxyphenyl)propyl methanesulfonate), N1C=NC=C1 (imidazole). Product: C(C1=CC=CC=C1)OC=1C=C(C=CC1)CCCN1C=NC=C1 (1-[3-(3-benzyloxyphenyl)propyl]imidazole). Yield: 44.0%. Reaction SMILES: CS(O[CH2:6][CH2:7][CH2:8][C:9]1[CH:14]=[CH:13][CH:12]=[C:11]([O:15][CH2:16][C:17]2[CH:22]=[CH:21][CH:20]=[CH:19][CH:18]=2)[CH:10]=1)(=O)=O.[NH:23]1[CH:27]=[CH:26][N:25]=[CH:24]1>>[CH2:16]([O:15][C:11]1[CH:10]=[C:9]([CH2:8][CH2:7][CH2:6][N:23]2[CH:27]=[CH:26][N:25]=[CH:24]2)[CH:14]=[CH:13][CH:12]=1)[C:17]1[CH:22]=[CH:21][CH:20]=[CH:19][CH:18]=1. Procedure details: In substantially the same manner as in Reference Example 88, 3-(3-benzyloxyphenyl)propyl methanesulfonate was allowed to react with imidazole to give 1-[3-(3-benzyloxyphenyl)propyl]imidazole. The yield was 44%. Recrystallization from ethyl acetate-hexane gave colorless prisms, mp 82-83° C. The reactants are stainless steel, CC1=NN=C(C2=C(C1)C=C1C(=C2)OCO1)C1=CC(=C(C=C1)[N+](=O)[O-])C (8-methyl-5-(3-methyl-4-nitro-phenyl)-9H-1,3-dioxolo[4,5-h][2,3]benzodiazepine), C(C)(=O)O (acetic acid), [C-]#N.[K+] (potassium cyanide). Solvent: O (water), O (water), ClCCl (dichloro methane). Run at temperature 70 celsius, time 24 hour. Yields the product C(#N)C1(NN=C(C2=C(C1)C=C1C(=C2)OCO1)C1=CC(=C(C=C1)[N+](=O)[O-])C)C ((±)-8-cyano-7,8-dihydro-8-methyl-5-(3-methyl-4-nitro-phenyl)-9H-1,3-dioxolo[4,5-h][2,3]benzodiazepine). Yield: 95.0%. As a reaction SMILES: [CH3:1][C:2]1[CH2:8][C:7]2[CH:9]=[C:10]3[O:15][CH2:14][O:13][C:11]3=[CH:12][C:6]=2[C:5]([C:16]2[CH:21]=[CH:20][C:19]([N+:22]([O-:24])=[O:23])=[C:18]([CH3:25])[CH:17]=2)=[N:4][N:3]=1.C(O)(=O)C.[C-:30]#[N:31].[K+]>O.ClCCl>[C:30]([C:2]1([CH3:1])[CH2:8][C:7]2[CH:9]=[C:10]3[O:15][CH2:14][O:13][C:11]3=[CH:12][C:6]=2[C:5]([C:16]2[CH:21]=[CH:20][C:19]([N+:22]([O-:24])=[O:23])=[C:18]([CH3:25])[CH:17]=2)=[N:4][NH:3]1)#[N:31] |f:2.3|. Procedure details: In a 100 ml bomb tube made of stainless steel 10.12 g (30.0 millimoles) of 8-methyl-5-(3-methyl-4-nitro-phenyl)-9H-1,3-dioxolo[4,5-h][2,3]benzodiazepine and 50 ml of glacial acetic acid are weighed in. To the suspension at 15–20° C. 5.90 g (90.6 millimoles) of potassium cyanide are added within 5 minutes under cooling with icecold water. The bomb tube is sealed. The reaction mixture is stirred at 70° C. for 24 hours, cooled, stirred with 350 ml of dichloro methane and 350 ml of water and the lay... Starting materials: FC1=C2C(C=C(OC2=C(C=C1)C=O)C)=O (5-fluoro-2-methyl-4-oxo-4H-chromene-8-carbaldehyde), C(#N)C=C(C)[O-].[Na+] (sodium 1-cyanoprop-1-en-2-olate), N\C(=C/C(=O)OC)\C (methyl 3-aminocrotonate), C(C)(=O)O (acetic acid). The solvent is CC(C)O (2-propanol). The product is C(#N)C=1C(C(=C(NC1C)C)C(=O)OC)C=1C=CC(=C2C(C=C(OC12)C)=O)F (Methyl 5-cyano-4-(5-fluoro-2-methyl-4-oxo-4H-chromen-8-yl)-2,6-dimethyl-1,4-dihydropyridine-3-carboxylate). Reaction SMILES: [F:1][C:2]1[CH:11]=[CH:10][C:9]([CH:12]=O)=[C:8]2[C:3]=1[C:4](=[O:15])[CH:5]=[C:6]([CH3:14])[O:7]2.[C:16]([CH:18]=[C:19]([O-])[CH3:20])#[N:17].[Na+].[NH2:23]/[C:24](/[CH3:30])=[CH:25]\[C:26]([O:28][CH3:29])=[O:27].C(O)(=O)C>CC(O)C>[C:16]([C:18]1[CH:12]([C:9]2[CH:10]=[CH:11][C:2]([F:1])=[C:3]3[C:8]=2[O:7][C:6]([CH3:14])=[CH:5][C:4]3=[O:15])[C:25]([C:26]([O:28][CH3:29])=[O:27])=[C:24]([CH3:30])[NH:23][C:19]=1[CH3:20])#[N:17] |f:1.2|. Procedure: A solution of 100 mg (0.49 mmol) of 5-fluoro-2-methyl-4-oxo-4H-chromene-8-carbaldehyde in 5 ml of 2-propanol is mixed with 50.96 mg (0.49 mmol) of sodium 1-cyanoprop-1-en-2-olate, 55.84 mg (0.49 mmol) of methyl 3-aminocrotonate and 0.04 ml (0.73 mmol) of acetic acid and stirred under reflux for 3 h. After cooling, the mixture is concentrated. The residue is taken up in dichloromethane and washed with water. The organic phase is dried over sodium sulfate and concentrated. The resulting residue is...